From a dataset of the Open Reaction Database (ORD), a public repository of structured organic reaction records. describe an organic reaction: reactants, conditions, products, and yield The reactants are C(=O)(O)C1=NSC2=NC3=C(N21)C=CC=C3 (3-carboxy-1,2,4-thiadiazolo[4,5-a]benzimidazole), [OH-].[Na+] (NaOH). Run in CO (methanol), O (water). Conditions: time 4 hour. Yields the product C(=O)([O-])C1=NSC2=NC3=C(N21)C=CC=C3.[Na+] (sodium 3-carboxylato-1,2,4-thiadiazolo[4,5-a]benzimidazole). Yield: 95.0%. As a reaction SMILES: [C:1]([C:4]1[N:11]2[C:7](=[N:8][C:9]3[CH:15]=[CH:14][CH:13]=[CH:12][C:10]=32)[S:6][N:5]=1)([OH:3])=[O:2].[OH-].[Na+:17]>CO.O>[C:1]([C:4]1[N:11]2[C:7](=[N:8][C:9]3[CH:15]=[CH:14][CH:13]=[CH:12][C:10]=32)[S:6][N:5]=1)([O-:3])=[O:2].[Na+:17] |f:1.2,5.6|. Procedure: To a suspension of 3-carboxy-1,2,4-thiadiazolo[4,5-a]benzimidazole (10.00 g, 45.62 mmol) in methanol (150 ml) and water (100 ml), 1M NaOH (45.6 ml) was added over a period of 1 h. After 4 h, the solution turned clear and the methanol was removed under reduced pressure. The aqueous solution was extracted with chloroform, the aqueous phase was freeze-dried to give the title compound (10.4 g, 95%) as a white solid: mp 225°-227° C.; 1H NMR (DMSO-d6) δ7.68 (d, 1H), 7.05 (d, 1H), 6.95 (t, 1H), 6.80 (t... Starting materials: BrC(C(=O)OCC)C1=CC=CC=C1 (ethyl α-bromophenylacetate), [Na] (sodium), N1(CCCCC1)C1=CC=C(C=C1)O (4-piperidinophenol). The solvent is C(C)O (ethanol). The product is ethyl ester, C1(=CC=CC=C1)C(C(=O)O)OC1=CC=C(C=C1)N1CCCCC1 (α-phenyl-α-4-piperidinophenoxy-acetic acid). RXN SMILES: [Na].[N:2]1([C:8]2[CH:13]=[CH:12][C:11]([OH:14])=[CH:10][CH:9]=2)[CH2:7][CH2:6][CH2:5][CH2:4][CH2:3]1.Br[CH:16]([C:22]1[CH:27]=[CH:26][CH:25]=[CH:24][CH:23]=1)[C:17]([O:19]CC)=[O:18]>C(O)C>[C:22]1([CH:16]([O:14][C:11]2[CH:10]=[CH:9][C:8]([N:2]3[CH2:7][CH2:6][CH2:5][CH2:4][CH2:3]3)=[CH:13][CH:12]=2)[C:17]([OH:19])=[O:18])[CH:27]=[CH:26][CH:25]=[CH:24][CH:23]=1 |^1:0|. Reported procedure: 2.3 g. of sodium is dissolved in 100 ml. of absolute ethanol; 17.7 g. of 4-piperidinophenol is introduced into the solution, and then 24.3 g. of ethyl α-bromophenylacetate is added dropwise thereto and the mixture refluxed for 10 hours. The reaction mixture is then evaporated, the residue mixed with water, and the aqueous solution extracted with ethyl acetate. The ethyl acetate solution is washed twice with dilute KOH and twice with water, then dried, and the solvent is evaporated, thus obtainin... Reaction SMILES: [Cl:1][C:2]1[CH:7]=[CH:6][C:5]([S:8]([NH:11][CH2:12][CH2:13][C:14]2[CH:19]=[CH:18][C:17]([CH:20]([C:27]3[CH:28]=[N:29][CH:30]=[CH:31][CH:32]=3)[CH2:21][CH2:22][CH2:23][C:24]([OH:26])=[O:25])=[CH:16][CH:15]=2)(=[O:10])=[O:9])=[CH:4][CH:3]=1.S(Cl)(Cl)=O.[CH3:37]O>>[Cl:1][C:2]1[CH:7]=[CH:6][C:5]([S:8]([NH:11][CH2:12][CH2:13][C:14]2[CH:19]=[CH:18][C:17]([CH:20]([C:27]3[CH:28]=[N:29][CH:30]=[CH:31][CH:32]=3)[CH2:21][CH2:22][CH2:23][C:24]([O:26][CH3:37])=[O:25])=[CH:16][CH:15]=2)(=[O:9])=[O:10])=[CH:4][CH:3]=1. Reaction conditions: time 8 hour. Procedure: 2.0 g of 5-(4-(2-(4-chlorobenzenesulphonylamino)ethyl)phenyl)-5-(3-pyridyl)pentanoic acid are dissolved in 30 ml of methanol and mixed with 3 ml of thionyl chloride at 0° C. The solution is stirred overnight, then rotary evaporated and the residue is chromatographed over a silica gel column. The reactants are ClC1=CC=C(C=C1)S(=O)(=O)NCCC1=CC=C(C=C1)C(CCCC(=O)O)C=1C=NC=CC1 (5-(4-(2-(4-chlorobenzenesulphonylamino)ethyl)phenyl)-5-(3-pyridyl)pentanoic acid), CO (methanol), S(=O)(Cl)Cl (thionyl chloride). Yields the product ClC1=CC=C(C=C1)S(=O)(=O)NCCC1=CC=C(C=C1)C(CCCC(=O)OC)C=1C=NC=CC1 (Methyl 5-(4-(2-(4-chlorobenzenesulphonylamino)ethyl)phenyl)-5-(3-pyridyl)pentanoate).